From a dataset of the Open Reaction Database (ORD), a public repository of structured organic reaction records. describe an organic reaction: reactants, conditions, products, and yield Reactants: B(Br)(Br)Br (boron tribromide), COC1=CC=C(C=C1)C1C(NC(NC1=O)=O)=O (5-(4-Methoxyphenyl)barbituric Acid), [OH-].[Na+] (sodium hydroxide). Solvent: C(Cl)Cl (methylene chloride), C(Cl)Cl (methylene chloride). Run at temperature 0 celsius, time 2 hour. The product is OC1=CC=C(C=C1)C1C(NC(NC1=O)=O)=O (5-(4-Hydroxyphenyl)barbituric Acid). Isolated yield 103.0%. As a reaction SMILES: C[O:2][C:3]1[CH:8]=[CH:7][C:6]([CH:9]2[C:14](=[O:15])[NH:13][C:12](=[O:16])[NH:11][C:10]2=[O:17])=[CH:5][CH:4]=1.B(Br)(Br)Br.[OH-].[Na+]>C(Cl)Cl>[OH:2][C:3]1[CH:4]=[CH:5][C:6]([CH:9]2[C:10](=[O:17])[NH:11][C:12](=[O:16])[NH:13][C:14]2=[O:15])=[CH:7][CH:8]=1 |f:2.3|. Procedure: To a suspension of 5-(4-Methoxyphenyl)barbituric Acid (222 mg) in 5 ml of methylene chloride, kept at −5/−10° C. and under nitrogen atmosphere, is dropped a solution of boron tribromide (473 μl) in 2 ml of methylene chloride. The stirring is continued for additional 2 hours at −5° C., then the temperature is brought to room temperature and stirring is continued for further 20 hours. The reaction mixture is again cooled to 0° C. with an ice bath and it is basified to pH=9-10 by adding dropwise 5%... Starting materials: solution, C(C)(CC)[Li] (secondary butyllithium), C=CC(C)=C (isoprene). Solvent: C1CCCCC1 (cyclohexane). Run at time 2.5 hour. The product is C=CC(C)=C.C=CC1=CC=CC=C1.C=CC(C)=C (isoprene styrene/isoprene), polyisoprene. Reaction SMILES: [CH2:1]=[CH:2][C:3](=[CH2:5])[CH3:4].[CH:6]([Li])([CH2:8][CH3:9])[CH3:7]>C1CCCCC1>[CH2:1]=[CH:2][C:3](=[CH2:4])[CH3:5].[CH2:9]=[CH:8][C:6]1[CH:7]=[CH:4][CH:3]=[CH:2][CH:1]=1.[CH2:1]=[CH:2][C:3](=[CH2:4])[CH3:5] |f:3.4.5|. Procedure details: A living poly(isoprene/styrene/isoprene) three block copolymer was prepared by polymerizing isoprene (151.3 g) in cyclohexane (1362 g) solution. Polymerization was initiated by the addition of 79.5 ml of a 95 mmole/liter solution of secondary butyllithium. The reaction was continued for 2.5 hours at 50° C. The living polyisoprene (number average molecular weight 25,600) solution formed was then reacted with styrene (37.9 g) and the reaction was continued for a further 2.5 hours at 50° C. The liv... Reactants: CC(C)(O)c1cn(-c2ccc(Br)cc2)c(C(C)(C)c2ccccc2F)n1, O=C([O-])[O-], CCOC(C)=O, COCCOC, CC1(C)OB(c2cc(F)c(CO)c(S(C)(=O)=O)c2)OC1(C)C, [K+], [K+], N#N, O. Yields the product CC(C)(O)c1cn(-c2ccc(-c3cc(F)c(CO)c(S(C)(=O)=O)c3)cc2)c(C(C)(C)c2ccccc2F)n1. As a reaction SMILES: [Br:1][c:2]1[cH:3][cH:4][c:5](-[n:8]2[c:9]([C:17]([CH3:18])([CH3:19])[c:20]3[c:21]([F:26])[cH:22][cH:23][cH:24][cH:25]3)[n:10][c:11]([C:13]([CH3:14])([CH3:15])[OH:16])[cH:12]2)[cH:6][cH:7]1.[C:51](=[O:52])([O-:53])[O-:54].[CH3:57][CH2:58][O:59][C:60]([CH3:61])=[O:62].[CH3:64][O:65][CH2:66][CH2:67][O:68][CH3:69].[F:29][c:30]1[c:31]([CH2:49][OH:50])[c:32]([S:45](=[O:46])(=[O:47])[CH3:48])[cH:33][c:34]([B:36]2[O:37][C:38]([CH3:39])([CH3:40])[C:41]([CH3:42])([CH3:43])[O:44]2)[cH:35]1.[K+:55].[K+:56].[N:27]#[N:28].[OH2:63]>>[c:2]1(-[c:34]2[cH:33][c:32]([S:45](=[O:46])(=[O:47])[CH3:48])[c:31]([CH2:49][OH:50])[c:30]([F:29])[cH:35]2)[cH:3][cH:4][c:5](-[n:8]2[c:9]([C:17]([CH3:18])([CH3:19])[c:20]3[c:21]([F:26])[cH:22][cH:23][cH:24][cH:25]3)[n:10][c:11]([C:13]([CH3:14])([CH3:15])[OH:16])[cH:12]2)[cH:6][cH:7]1. Reaction SMILES: [C:1](=[O:2])([OH:3])[c:4]1[o:5][c:6]2[cH:7][cH:8][cH:9][c:10]([O:15][CH2:16][CH:17]([CH2:18][O:19][c:20]3[cH:21][cH:22][c:23]([O:26][CH3:27])[cH:24][cH:25]3)[OH:28])[c:11]2[c:12](=[O:14])[cH:13]1.[CH2:34]([CH3:35])[OH:36].[S:29](=[O:30])(=[O:31])([OH:32])[OH:33]>>[C:1](=[O:2])([O:3][CH2:34][CH3:35])[c:4]1[o:5][c:6]2[cH:7][cH:8][cH:9][c:10]([O:15][CH2:16][CH:17]([CH2:18][O:19][c:20]3[cH:21][cH:22][c:23]([O:26][CH3:27])[cH:24][cH:25]3)[OH:28])[c:11]2[c:12](=[O:14])[cH:13]1. The reactants are COc1ccc(OCC(O)COc2cccc3oc(C(=O)O)cc(=O)c23)cc1, CCO, O=S(=O)(O)O. Yields the product CCOC(=O)c1cc(=O)c2c(OCC(O)COc3ccc(OC)cc3)cccc2o1. Starting materials: COC(=O)C=1C(OC2=CC(=CC=C2C1O)C1=CC=C(C=C1)OC1=CC=CC=C1)=O (4-hydroxy-2-oxo-7-(4-phenoxy-phenyl)-2H-chromene-3-carboxylic acid methyl ester), NCC(=O)[O-].[Na+] (sodium glycinate). The solvent is COC(C)O (methoxyethanol). Yields the product OC1=C(C(OC2=CC(=CC=C12)C1=CC=C(C=C1)OC1=CC=CC=C1)=O)C(=O)NCC(=O)O ({[4-Hydroxy-2-oxo-7-(4-phenoxy-phenyl)-2H-chromene-3-carbonyl]-amino}-acetic acid). The yield is 96.1%. RXN SMILES: CO[C:3]([C:5]1[C:6](=[O:29])[O:7][C:8]2[C:13]([C:14]=1[OH:15])=[CH:12][CH:11]=[C:10]([C:16]1[CH:21]=[CH:20][C:19]([O:22][C:23]3[CH:28]=[CH:27][CH:26]=[CH:25][CH:24]=3)=[CH:18][CH:17]=1)[CH:9]=2)=[O:4].[NH2:30][CH2:31][C:32]([O-:34])=[O:33].[Na+]>COC(O)C>[OH:15][C:14]1[C:13]2[C:8](=[CH:9][C:10]([C:16]3[CH:21]=[CH:20][C:19]([O:22][C:23]4[CH:24]=[CH:25][CH:26]=[CH:27][CH:28]=4)=[CH:18][CH:17]=3)=[CH:11][CH:12]=2)[O:7][C:6](=[O:29])[C:5]=1[C:3]([NH:30][CH2:31][C:32]([OH:34])=[O:33])=[O:4] |f:1.2|. Reported procedure: A mixture of 4-hydroxy-2-oxo-7-(4-phenoxy-phenyl)-2H-chromene-3-carboxylic acid methyl ester (75 mg, 0.193 mmol) and sodium glycinate (94 mg, 0.96 mmol) in methoxyethanol (10 mL) was refluxed for 18 h; then cooled, the solvent was removed, the residue was redissolved in water, acidified with 2 M HCl, the precipitates were collected and washed with water, air dried to give the desired title product (80 mg). ESI (m/z): 432 (M+H)+. Starting materials: ClCCl, COC(=O)C(Cl)(Cl)c1ccc([N+](=O)[O-])cc1, N, O. Product: NC(=O)C(Cl)(Cl)c1ccc([N+](=O)[O-])cc1. As a reaction SMILES: [Cl:18][CH2:19][Cl:20].[Cl:1][C:2]([C:3](=[O:4])[O:5][CH3:6])([c:7]1[cH:8][cH:9][c:10]([N+:13](=[O:14])[O-:15])[cH:11][cH:12]1)[Cl:16].[NH3:17].[OH2:21]>>[Cl:1][C:2]([C:3](=[O:4])[NH2:17])([c:7]1[cH:8][cH:9][c:10]([N+:13](=[O:14])[O-:15])[cH:11][cH:12]1)[Cl:16].